This data is from the Open Reaction Database (ORD), a public repository of structured organic reaction records. The task is: describe an organic reaction: reactants, conditions, products, and yield Starting materials: N[C@@H](CC(C)C)C(=O)OCC1=CC=CC=C1 (benzyl L-leucinate), OC1OC(C2C3C=CC(C12)C3)=O (3-hydroxy-3a,4,7,7a-tetrahydro-1H,3H-4,7-methano-isobenzofuran1-one). Run in C1=CC=CC=C1 (benzene). Yields the product O=C1O[C@@H]([C@H]2[C@H]3C=C[C@@H]([C@@H]12)C3)N[C@H](C(=O)OCC3=CC=CC=C3)CC(C)C (benzyl (αS,3S,3aS,4R,7S,7aR) α-[(1-oxo-3a,4,7,7a-tetrahydro-1H,3H-4,7-methano-isobenzofuran-3-yl)-amino]-isohexanoate). RXN SMILES: [NH2:1][C@H:2]([C:7]([O:9][CH2:10][C:11]1[CH:16]=[CH:15][CH:14]=[CH:13][CH:12]=1)=[O:8])[CH2:3][CH:4]([CH3:6])[CH3:5].[OH:17][CH:18]1[CH:26]2[CH:21]([CH:22]3[CH2:27][CH:25]2[CH:24]=[CH:23]3)[C:20](=O)[O:19]1>C1C=CC=CC=1>[O:17]=[C:18]1[C@H:26]2[C@H:21]([C@@H:22]3[CH2:27][C@H:25]2[CH:24]=[CH:23]3)[C@@H:20]([NH:1][C@@H:2]([CH2:3][CH:4]([CH3:6])[CH3:5])[C:7]([O:9][CH2:10][C:11]2[CH:16]=[CH:15][CH:14]=[CH:13][CH:12]=2)=[O:8])[O:19]1. Reported procedure: A mixture of 5.2 g of benzyl L-leucinate, 4 g of (3RS, 3aRS,4RS,7RS,7aRS) 3-hydroxy-3a,4,7,7a-tetrahydro-1H,3H-4,7-methano-isobenzofuran1-one and 40 ml of anhydrous benzene was refluxed for 90 minutes while azeotropically distilling off the water of reaction formed and was then evaporated to dryness under reduced pressure. The residue was added to isopropyl ether and the mixture was vacuum filtered to obtain 2.3 g of benzyl (αS,3S,3aS,4R,7S,7aR) α-[(1-oxo-3a,4,7,7a-tetrahydro-1H,3H-4,7-methano-i...